From a dataset of the Open Reaction Database (ORD), a public repository of structured organic reaction records. describe an organic reaction: reactants, conditions, products, and yield The reactants are O (Water), ClC1=C(C=CC(=C1)OC1=NC=NC2=CC(=C(C=C12)OC)O)NC(N(C)C)=O (N′-{2-chloro-4-[(7-hydroxy-6-methoxy-4-quinazolinyl)oxy]phenyl}-N,N-dimethylurea), C([O-])([O-])=O.[K+].[K+] (potassium carbonate), Cl.ClCC1=CC=NC=C1 (4-chloromethylpyridine hydrochloride). The solvent is CN(C=O)C (N,N-dimethylformamide). Run at time 18 hour. The product is ClC1=C(C=CC(=C1)OC1=NC=NC2=CC(=C(C=C12)OC)OCC1=CC=NC=C1)NC(N(C)C)=O (N′-(2-Chloro-4-{[6-methoxy-7(4-pyridyl-methoxy)-4quinazolinyl]oxy}phenyl)-N,N-dimethylurea). Isolated yield 60.0%. As a reaction SMILES: [Cl:1][C:2]1[CH:7]=[C:6]([O:8][C:9]2[C:18]3[C:13](=[CH:14][C:15]([OH:21])=[C:16]([O:19][CH3:20])[CH:17]=3)[N:12]=[CH:11][N:10]=2)[CH:5]=[CH:4][C:3]=1[NH:22][C:23](=[O:27])[N:24]([CH3:26])[CH3:25].C(=O)([O-])[O-].[K+].[K+].Cl.Cl[CH2:36][C:37]1[CH:42]=[CH:41][N:40]=[CH:39][CH:38]=1.O>CN(C)C=O>[Cl:1][C:2]1[CH:7]=[C:6]([O:8][C:9]2[C:18]3[C:13](=[CH:14][C:15]([O:21][CH2:36][C:37]4[CH:42]=[CH:41][N:40]=[CH:39][CH:38]=4)=[C:16]([O:19][CH3:20])[CH:17]=3)[N:12]=[CH:11][N:10]=2)[CH:5]=[CH:4][C:3]=1[NH:22][C:23](=[O:27])[N:24]([CH3:26])[CH3:25] |f:1.2.3,4.5|. Procedure details: A starting compound (N′-{2-chloro-4-[(7-hydroxy-6-methoxy-4-quinazolinyl)oxy]phenyl}-N,N-dimethylurea, 50 mg), potassium carbonate (138 mg), and 4-chloromethylpyridine hydrochloride (49 mg) were dissolved in N,N-dimethylformamide (1 ml), and the solution was stirred at room temperature for 18 hr. Water was added to the reaction mixture, and the mixture was extracted with chloroform-propanol (3/1). The organic layer was dried over anhydrous sodium sulfate, and the solvent was removed by distillat...